Dataset: the Open Reaction Database (ORD), a public repository of structured organic reaction records. Task: describe an organic reaction: reactants, conditions, products, and yield Reactants: C(=O)(O)CCCC1=CNC2=CC(=CC=C12)C(=O)OC (methyl 3-(3-carboxypropyl)indole-6-carboxylate), C1(=CC=CC=C1)P(C1=CC=CC=C1)C1=CC=CC=C1 (triphenylphosphine), C(Cl)(Cl)(Cl)Cl (carbon tetrachloride). Solvent: ClCCCl (1,2-dichloroethane), C(Cl)(Cl)Cl (chloroform). The product is O=C1CCCC=2C=3C=CC(=CC3NC12)C(=O)OC (methyl 8-oxo-5,6,7,8-tetrahydrocarbazole-2-carboxylate). Yield: 44.8%. RXN SMILES: [C:1]([CH2:4][CH2:5][CH2:6][C:7]1[C:15]2[C:10](=[CH:11][C:12]([C:16]([O:18][CH3:19])=[O:17])=[CH:13][CH:14]=2)[NH:9][CH:8]=1)([OH:3])=O.C1(P(C2C=CC=CC=2)C2C=CC=CC=2)C=CC=CC=1.C(Cl)(Cl)(Cl)Cl>ClCCCl.C(Cl)(Cl)Cl>[O:3]=[C:1]1[C:8]2[NH:9][C:10]3[CH:11]=[C:12]([C:16]([O:18][CH3:19])=[O:17])[CH:13]=[CH:14][C:15]=3[C:7]=2[CH2:6][CH2:5][CH2:4]1. Procedure details: A mixture or methyl 3-(3-carboxypropyl)indole-6-carboxylate (173 mg), triphenylphosphine (191 mg) and carbon tetrachloride (1.0 ml) in 1,2-dichloroethane (10 ml) was heated at 80° C. for 2 hours. The resulting mixture was diluted with chloroform and washed with water, aqueous sodium bicarbonate and brine. The organic phase was dried over sodium sulfate and evaporated in vacuo. The residue was purified by silica gel thin layer chromatography with a mixture of hexane and ethyl acetate (4:1) and re... Reactants: OCCCC1=CC=C(S1)C=1SC=CC1 (5-hydroxypropyl-2,2'-bithiophene), O (water), C(C)(=O)OCC (ethyl acetate), C1(=CC=C(C=C1)S(=O)(=O)O)C (p-toluene-sulfonic acid). Solvent: C1=CC=CC=C1 (benzene). Conditions: time 2 hour. The product is C(=CC)C1=CC=C(S1)C=1SC=CC1 (5-(1-propenyl)-2,2'-bithiophene). As a reaction SMILES: O[CH2:2][CH2:3][CH2:4][C:5]1[S:9][C:8]([C:10]2[S:11][CH:12]=[CH:13][CH:14]=2)=[CH:7][CH:6]=1.C1(C)C=CC(S(O)(=O)=O)=CC=1.O.C(OCC)(=O)C>C1C=CC=CC=1>[CH:4]([C:5]1[S:9][C:8]([C:10]2[S:11][CH:12]=[CH:13][CH:14]=2)=[CH:7][CH:6]=1)=[CH:3][CH3:2]. Procedure details: 1 g of 5-hydroxypropyl-2,2'-bithiophene was dissolved in 20 ml of benzene, followed by adding 0.1 g of p-toluene-sulfonic acid. The mixture was then stirred at room temperature for 2 hours while monitoring by thin layer chromatography. After completion of reaction, 30 ml of water and 100 ml of ethyl acetate were then added to the mixture. The ethyl acetate extract was further purified by column chromatography. The eluant was ethyl acetate/n-hexane (1/9). The slightly yellowish liquid product was... The reactants are C#CCCCC (1-hexyne), BrC1=CC=C(C(=O)Cl)C=C1 (parabromobenzoyl chloride), cuprous iodide, bis triphenylphosphine palladium dichloride. Solvent: C(C)N(CC)CC (triethylamine). Conditions: time 30 minute. The product is BrC1=CC=C(C=C1)C(C#CCCCC)=O (1-(4-bromophenyl) 2-heptyn-1-one). Reaction SMILES: [CH:1]#[C:2][CH2:3][CH2:4][CH2:5][CH3:6].[Br:7][C:8]1[CH:16]=[CH:15][C:11]([C:12](Cl)=[O:13])=[CH:10][CH:9]=1>C(N(CC)CC)C>[Br:7][C:8]1[CH:16]=[CH:15][C:11]([C:12](=[O:13])[C:1]#[C:2][CH2:3][CH2:4][CH2:5][CH3:6])=[CH:10][CH:9]=1. Procedure: The following were stirred at ambient temperature for about 2 hours 30 minutes, 49 ml of 1-hexyne, 75 ml of triethylamine, 40 mg of cuprous iodide, 40 mg of bis triphenylphosphine palladium dichloride and 9 g of parabromobenzoyl chloride. Reported procedure: 65 g (0.94 mol) of 1,2,4-triazole and 71 g (0.63 mol) of potassium tert.-butylate are taken in 160 ml of absolute dimethylformamide under a nitrogen atmosphere and are heated to 80° C. A solution of 70.6 g (0.26 mol) of 1-chloro-2-(1-chlorocyclopropyl)-3-(4-fluorophenyl)-propan-2-ol in 90 ml of absolute dimethylformamide is added dropwise at this temperature, with stirring. The mixture is subsequently stirred at 100° C. for 6 hours and is then concentrated by stripping off the diluent under redu... Yields the product FC1=CC=C(C=C1)CC(CN1N=CN=C1)(O)C1(CC1)Cl (1-(4-fluorophenyl)-2-(1-chloro-cyclopropyl)-3-(1,2,4-triazol-1-yl)-propan-2-ol). RXN SMILES: [NH:1]1[CH:5]=[N:4][CH:3]=[N:2]1.Cl[CH2:7][C:8]([C:18]1([Cl:21])[CH2:20][CH2:19]1)([OH:17])[CH2:9][C:10]1[CH:15]=[CH:14][C:13]([F:16])=[CH:12][CH:11]=1>CN(C)C=O>[F:16][C:13]1[CH:12]=[CH:11][C:10]([CH2:9][C:8]([C:18]2([Cl:21])[CH2:19][CH2:20]2)([OH:17])[CH2:7][N:1]2[CH:5]=[N:4][CH:3]=[N:2]2)=[CH:15][CH:14]=1. Run at temperature 80 celsius. The solvent is CN(C=O)C (dimethylformamide), CN(C=O)C (dimethylformamide). Reactants: N1N=CN=C1 (1,2,4-triazole), potassium tert.-butylate, ClCC(CC1=CC=C(C=C1)F)(O)C1(CC1)Cl (1-chloro-2-(1-chlorocyclopropyl)-3-(4-fluorophenyl)-propan-2-ol). The yield is 36.7%. Isolated yield 52.3%. RXN SMILES: [CH2:1]1[C:10]2[C:5](=[CH:6][CH:7]=[CH:8][CH:9]=2)[CH2:4][CH2:3][NH:2]1.S(=O)(=O)(O)O.[N+:16]([O-])([O-:18])=[O:17].[K+].N.Cl>>[N+:16]([C:8]1[CH:9]=[C:10]2[C:5]([CH2:4][CH2:3][NH:2][CH2:1]2)=[CH:6][CH:7]=1)([O-:18])=[O:17] |f:2.3|. Run at temperature 0 celsius, time 30 minute. Reactants: ice, C1NCCC2=CC=CC=C12 (1,2,3,4-Tetrahydroisoquinoline), S(O)(O)(=O)=O (sulfuric acid), N (ammonia), [N+](=O)([O-])[O-].[K+] (Potassium nitrate), Cl (hydrochloric acid). Yields the product [N+](=O)([O-])C1=CC=C2CCNCC2=C1 (7-Nitro-1,2,3,4-tetrahydroisoquinoline). Procedure: 1,2,3,4-Tetrahydroisoquinoline (50 g; 1 equiv.) was added at 0° C., in the course of 90 minutes, to 185 ml of sulfuric acid, and the reaction mixture was stirred for 30 minutes at 0° C. Potassium nitrate (40.7 g; 1.2 equiv.) was then added in portions, and stirring was carried out for 15 hours at room temperature. When the conversion was complete, the reaction mixture was shaken on 500 g of ice and adjusted to pH 8-9 with ammonia solution. Extraction with chloroform was then carried out 3 times,...